describe an organic reaction: reactants, conditions, products, and yield From a dataset of the Open Reaction Database (ORD), a public repository of structured organic reaction records. The reactants are CS(=O)(=O)C1=CC=C2C=CC(=CC2=C1)NC(OC(C)(C)C)=O (tert-butyl 7-(methylsulfonyl)-2-naphthylcarbamate), C1CC(=O)N(C1=O)Br (NBS). Run in CC#N (MeCN). The product is BrC1=C(C=CC2=CC=C(C=C12)S(=O)(=O)C)NC(OC(C)(C)C)=O (tert-butyl 1-bromo-7-(methylsulfonyl)-2-naphthylcarbamate). The yield is 92.8%. As a reaction SMILES: [CH3:1][S:2]([C:5]1[CH:14]=[C:13]2[C:8]([CH:9]=[CH:10][C:11]([NH:15][C:16](=[O:22])[O:17][C:18]([CH3:21])([CH3:20])[CH3:19])=[CH:12]2)=[CH:7][CH:6]=1)(=[O:4])=[O:3].C1C(=O)N([Br:30])C(=O)C1>CC#N>[Br:30][C:12]1[C:13]2[C:8](=[CH:7][CH:6]=[C:5]([S:2]([CH3:1])(=[O:3])=[O:4])[CH:14]=2)[CH:9]=[CH:10][C:11]=1[NH:15][C:16](=[O:22])[O:17][C:18]([CH3:19])([CH3:21])[CH3:20]. Reported procedure: A mixture of 202 (2.05 g, 6.38 mmol) and NBS (1.31 g, 7.36 mmol) in MeCN (40 mL) was stirred at reflux for 2 h, then concentrated under reduced pressure. The residue was dissolved in CH2Cl2, and the solution was washed with 10% aqueous Na2SO3 and water, dried and concentrated under reduced pressure. The residue was purified by chromatography on silica gel, eluting with CH2Cl2/EtOAc (19:1), followed by recrystallization from MeOH to give tert-butyl 1-bromo-7-(methylsulfonyl)-2-naphthylcarbamate (...